describe an organic reaction: reactants, conditions, products, and yield From a dataset of the Open Reaction Database (ORD), a public repository of structured organic reaction records. Starting materials: solid, Cl.Cl.Cl.O1CCC=2C(=NC=CC21)N2CCN(CC2)CC[C@@H]2CC[C@H](CC2)N (trans-4-{2-[4-(2,3-dihydrofuro[3,2-c]pyridin-4-yl)-piperazin-1-yl]-ethyl}-cyclohexanamine trihydrochloride), Cl.Cl.Cl.O1CCC=2C(=NC=CC21)N2CCN(CC2)CC[C@@H]2CC[C@H](CC2)N (trans-4-{2-[4-(2,3-dihydrofuro[3,2-c]pyridin-4-yl)-piperazin-1-yl]-ethyl}-cyclohexanamine trihydrochloride), CC1=NC(=NO1)C=1C=C(C(=O)O)C=CC1 (3-(5-methyl-[1,2,4]oxadiazol-3-yl)-benzoic acid). Reaction SMILES: Cl.Cl.Cl.[O:4]1[C:12]2[CH:11]=[CH:10][N:9]=[C:8]([N:13]3[CH2:18][CH2:17][N:16]([CH2:19][CH2:20][C@H:21]4[CH2:26][CH2:25][C@H:24]([NH2:27])[CH2:23][CH2:22]4)[CH2:15][CH2:14]3)[C:7]=2[CH2:6][CH2:5]1.[CH3:28][C:29]1[O:33][N:32]=[C:31]([C:34]2[CH:35]=[C:36]([CH:40]=[CH:41][CH:42]=2)[C:37](O)=[O:38])[N:30]=1>>[O:4]1[C:12]2[CH:11]=[CH:10][N:9]=[C:8]([N:13]3[CH2:18][CH2:17][N:16]([CH2:19][CH2:20][C@H:21]4[CH2:26][CH2:25][C@H:24]([NH:27][C:37](=[O:38])[C:36]5[CH:40]=[CH:41][CH:42]=[C:34]([C:31]6[N:30]=[C:29]([CH3:28])[O:33][N:32]=6)[CH:35]=5)[CH2:23][CH2:22]4)[CH2:15][CH2:14]3)[C:7]=2[CH2:6][CH2:5]1 |f:0.1.2.3|. Procedure: The title compound, white solid (125 mg, 97%), MS (ISP) m/z=517.4 [(M+H)+], mp 218° C., was prepared in accordance with the general method of example 32 from trans-4-{2-[4-(2,3-dihydrofuro[3,2-c]pyridin-4-yl)-piperazin-1-yl]-ethyl}-cyclohexanamine trihydrochloride (intermediate C) (110 mg, 0.25 mmol) and 3-(5-methyl-[1,2,4]oxadiazol-3-yl)-benzoic acid. Product: O1CCC=2C(=NC=CC21)N2CCN(CC2)CC[C@@H]2CC[C@H](CC2)NC(C2=CC(=CC=C2)C2=NOC(=N2)C)=O (trans-N-(4-{2-[4-(2,3-Dihydro-furo[3,2-c]pyridin-4-yl)-piperazin-1-yl]-ethyl}-cyclohexyl)-3-(5-methyl-[1,2,4]oxadiazol-3-yl)-benzamide).